From a dataset of the Open Reaction Database (ORD), a public repository of structured organic reaction records. describe an organic reaction: reactants, conditions, products, and yield The reactants are Brc1ccc2c(c1)Cc1cn[nH]c1-2, C1CCCCC1, C1CCOC1, [Li]C(C)CC, [Li]c1ccccc1, CN(C)C=O. Product: O=Cc1ccc2c(c1)Cc1cn[nH]c1-2. Reaction SMILES: [Br:1][c:2]1[cH:3][c:4]2[c:11]([cH:12][cH:13]1)-[c:7]1[c:6]([cH:10][n:9][nH:8]1)[CH2:5]2.[CH2:26]1[CH2:27][CH2:28][CH2:29][CH2:30][CH2:31]1.[CH2:37]1[O:38][CH2:39][CH2:40][CH2:41]1.[CH:21]([Li:22])([CH2:23][CH3:24])[CH3:25].[Li:14][c:15]1[cH:16][cH:17][cH:18][cH:19][cH:20]1.[O:32]=[CH:33][N:34]([CH3:35])[CH3:36]>>[c:2]1([CH:33]=[O:32])[cH:3][c:4]2[c:11]([cH:12][cH:13]1)-[c:7]1[c:6]([cH:10][n:9][nH:8]1)[CH2:5]2. Reactants: C1(=CC=CC=C1)[C@@H](C(=O)OC1=CC(=CC=C1)[C@@]1([C@H]([C@H]2CC[C@@H](C1)C2)CN(C)C)O)C ((S)-3-((1S,2R,3R,5R)-2-((dimethylamino)methyl)-3-hydroxybicyclo[3.2.1]octan-3-yl)phenyl 2-phenylpropanoate), O (H2O), C[Si](C)(C)Cl (TMSCl). Solvent: CC(CC)=O (2-butanone). Yields the product Cl.C1(=CC=CC=C1)[C@@H](C(=O)OC1=CC(=CC=C1)[C@@]1([C@H]([C@H]2CC[C@@H](C1)C2)CN(C)C)O)C ((S)-3-((1S,2R,3R,5R)-2-((dimethylamino)methyl)-3-hydroxybicyclo[3.2.1]octan-3-yl)phenyl 2-phenylpropanoate hydrochlorid). Yield: 79.4%. RXN SMILES: [C:1]1([C@H:7]([CH3:30])[C:8]([O:10][C:11]2[CH:16]=[CH:15][CH:14]=[C:13]([C@@:17]3([OH:29])[CH2:23][C@H:22]4[CH2:24][C@H:19]([CH2:20][CH2:21]4)[C@@H:18]3[CH2:25][N:26]([CH3:28])[CH3:27])[CH:12]=2)=[O:9])[CH:6]=[CH:5][CH:4]=[CH:3][CH:2]=1.O.C[Si]([Cl:36])(C)C>CC(=O)CC>[ClH:36].[C:1]1([C@H:7]([CH3:30])[C:8]([O:10][C:11]2[CH:16]=[CH:15][CH:14]=[C:13]([C@@:17]3([OH:29])[CH2:23][C@H:22]4[CH2:24][C@H:19]([CH2:20][CH2:21]4)[C@@H:18]3[CH2:25][N:26]([CH3:28])[CH3:27])[CH:12]=2)=[O:9])[CH:6]=[CH:5][CH:4]=[CH:3][CH:2]=1 |f:4.5|. Reported procedure: Stir a solution of (S)-2-phenylpropanoic acid (300 mg, 2.0 mmol) in 5 mL of oxalyl chloride for 3 hours at room temperature. After removal of solvent under vacuum, (S)-2-phenylpropanoyl chloride is obtained as pole yellow oil. Dissolve the oil in 10 mL of CH2Cl2. Add (1S,2R,3R,5R)-2-((dimethylamino)methyl)-3-(3-hydroxyphenyl)bicyclo[3.2.1]octan-3-ol (400 mg, 1.45 mmol) and Et3N (293 mg, 2.9 mmol) to the solution. Stir the resultant mixture at room temperature for additional 3 hours. After additi... The solvent is O1CCOCC1 (dioxane). The yield is 72.8%. RXN SMILES: [NH:1]([C:70]([O:72][C:73]([CH3:76])([CH3:75])[CH3:74])=[O:71])[C@H:2]([C:18]([NH:20][C@H:21]([C:26]([NH:28][CH2:29][C:30]([NH:32][C@H:33]([C:43]([NH:45][C@H:46]([C:66]([O:68]C)=[O:67])[CH2:47][CH2:48][CH2:49][NH:50][C:51](=[NH:65])[NH:52][S:53]([C:56]1[C:63]([CH3:64])=[CH:62][C:60]([CH3:61])=[CH:59][C:57]=1[CH3:58])(=[O:55])=[O:54])=[O:44])[CH2:34][O:35][CH2:36][C:37]1[CH:42]=[CH:41][CH:40]=[CH:39][CH:38]=1)=[O:31])=[O:27])[C@H:22]([CH2:24][CH3:25])[CH3:23])=[O:19])[CH2:3][C:4]1[CH:9]=[CH:8][C:7]([O:10][CH2:11][C:12]2[CH:17]=[CH:16][CH:15]=[CH:14][CH:13]=2)=[CH:6][CH:5]=1.[OH-].[Na+]>O1CCOCC1>[NH:1]([C:70]([O:72][C:73]([CH3:75])([CH3:74])[CH3:76])=[O:71])[C@H:2]([C:18]([NH:20][C@H:21]([C:26]([NH:28][CH2:29][C:30]([NH:32][C@H:33]([C:43]([NH:45][C@H:46]([C:66]([OH:68])=[O:67])[CH2:47][CH2:48][CH2:49][NH:50][C:51](=[NH:65])[NH:52][S:53]([C:56]1[C:63]([CH3:64])=[CH:62][C:60]([CH3:61])=[CH:59][C:57]=1[CH3:58])(=[O:55])=[O:54])=[O:44])[CH2:34][O:35][CH2:36][C:37]1[CH:42]=[CH:41][CH:40]=[CH:39][CH:38]=1)=[O:31])=[O:27])[C@H:22]([CH2:24][CH3:25])[CH3:23])=[O:19])[CH2:3][C:4]1[CH:9]=[CH:8][C:7]([O:10][CH2:11][C:12]2[CH:13]=[CH:14][CH:15]=[CH:16][CH:17]=2)=[CH:6][CH:5]=1 |f:1.2|. Product: N([C@@H](CC1=CC=C(C=C1)OCC1=CC=CC=C1)C(=O)N[C@@H]([C@@H](C)CC)C(=O)NCC(=O)N[C@@H](COCC1=CC=CC=C1)C(=O)N[C@@H](CCCNC(NS(=O)(=O)C1=C(C)C=C(C)C=C1C)=N)C(=O)O)C(=O)OC(C)(C)C (Boc-Tyr(Bzl)-Ile-Gly-Ser(Bzl)-Arg(Mts)-OH). Starting materials: N([C@@H](CC1=CC=C(C=C1)OCC1=CC=CC=C1)C(=O)N[C@@H]([C@@H](C)CC)C(=O)NCC(=O)N[C@@H](COCC1=CC=CC=C1)C(=O)N[C@@H](CCCNC(NS(=O)(=O)C1=C(C)C=C(C)C=C1C)=N)C(=O)OC)C(=O)OC(C)(C)C (Boc-Tyr(Bzl)-Ile-Gly-Ser(Bzl)-Arg(Mts)-OMe), [OH-].[Na+] (NaOH). Conditions: time 3 hour. Reported procedure: 0.14 g (0.13 mmol) of the product (XV) was dissolved in 1.95 ml of dry dioxane and 0.65 ml of 1N NaOH was added thereto. The mixture was stirred at room temperature for 3 hours. After removing the dioxane by concentrating under reduced pressure, approximately 20 ml of water was added and a small amount of insoluble matter was filtered off. The filtrate was cooled and 10% citric acid at 0° C. was added thereto. The precipitate thus formed was filtered, washed with a small amount of water twice an...